From a dataset of the Open Reaction Database (ORD), a public repository of structured organic reaction records. describe an organic reaction: reactants, conditions, products, and yield The reactants are C(=O)O (formic acid), ClC=1C=CC(=C(C1)NCC1(CC2(CN(C(O2)=O)CC(C)(C)C)CCC1)C)[N+](=O)[O-] (7-(((5-chloro-2-nitrophenyl)amino)methyl)-7-methyl-3-neopentyl-1-oxa-3-azaspiro[4.5]decan-2-one), C(OC)(OC)OC (trimethyl orthoformate). Reagents/catalysts: [Fe] (iron). The solvent is CO (MeOH). Run at temperature 65 celsius. Yields the product ClC=1C=CC2=C(N(C=N2)CC2(CC3(CN(C(O3)=O)CC(C)(C)C)CCC2)C)C1 (7-((6-chloro-1H-benzo[d]imidazol-1-yl)methyl)-7-methyl-3-neopentyl-1-oxa-3-azaspiro[4.5]decan-2-one). RXN SMILES: [Cl:1][C:2]1[CH:3]=[CH:4][C:5]([N+:27]([O-])=O)=[C:6]([NH:8][CH2:9][C:10]2([CH3:26])[CH2:25][CH2:24][CH2:23][C:12]3([O:16][C:15](=[O:17])[N:14]([CH2:18][C:19]([CH3:22])([CH3:21])[CH3:20])[CH2:13]3)[CH2:11]2)[CH:7]=1.[CH:30](O)=O.C(OC)(OC)OC>CO.[Fe]>[Cl:1][C:2]1[CH:3]=[CH:4][C:5]2[N:27]=[CH:30][N:8]([CH2:9][C:10]3([CH3:26])[CH2:25][CH2:24][CH2:23][C:12]4([O:16][C:15](=[O:17])[N:14]([CH2:18][C:19]([CH3:22])([CH3:21])[CH3:20])[CH2:13]4)[CH2:11]3)[C:6]=2[CH:7]=1. Reported procedure: A solution containing 7-(((5-chloro-2-nitrophenyl)amino)methyl)-7-methyl-3-neopentyl-1-oxa-3-azaspiro[4.5]decan-2-one (0.100 g, 0.236 mmol) in MeOH (5 mL) was treated with iron (325 mesh) (0.132 g, 2.36 mmol) followed by formic acid (0.090 mL, 2.359 mmol) and trimethyl orthoformate (0.261 mL, 2.359 mmol). The resulting mixture was heated at 65° C. for 18 h. LCMS indicated partial conversion to desired product. Additional iron (0.100 g, 1.79 mmol), formic acid (0.200 mL, 5.22 mmol), and trimethyl... The reactants are C(CC)C1=NC2=C(N1CC1=CC=C(C=C1)C1=C(C=CC=C1)C=1N=NN(N1)C(C1=CC=CC=C1)(C1=CC=CC=C1)C1=CC=CC=C1)C=C(C=C2C)C=2N=C(OC2)C2=CC=CC=C2 (4'-[(2-n-propyl-4-methyl-6-(2-phenyl-oxazol-4-yl)-benzimidazol-1-yl)-methyl]-2-(2-triphenylmethyl-tetrazol-5-yl)-biphenyl), [N-]=[N+]=[N-].[Na+] (sodium azide). Run in CN(C=O)C (dimethylformamide). Product: C(CC)C1=NC2=C(N1CC1=CC=C(C=C1)C1=C(C=CC=C1)C1=NN=NN1)C=C(C=C2C)C=2N=C(OC2)C2=CC=CC=C2 (4'-[(2-n-Propyl-4-methyl-6-(2-phenyl-oxazol-4-yl)-benzimidazol-1-yl)-methyl]-2-(1H-tetrazol-5-yl)-biphenyl). As a reaction SMILES: [CH2:1]([C:4]1[N:8]([CH2:9][C:10]2[CH:15]=[CH:14][C:13]([C:16]3[CH:21]=[CH:20][CH:19]=[CH:18][C:17]=3[C:22]3[N:23]=[N:24][N:25](C(C4C=CC=CC=4)(C4C=CC=CC=4)C4C=CC=CC=4)[N:26]=3)=[CH:12][CH:11]=2)[C:7]2[CH:46]=[C:47]([C:51]3[N:52]=[C:53]([C:56]4[CH:61]=[CH:60][CH:59]=[CH:58][CH:57]=4)[O:54][CH:55]=3)[CH:48]=[C:49]([CH3:50])[C:6]=2[N:5]=1)[CH2:2][CH3:3].[N-]=[N+]=[N-].[Na+]>CN(C)C=O>[CH2:1]([C:4]1[N:8]([CH2:9][C:10]2[CH:11]=[CH:12][C:13]([C:16]3[CH:21]=[CH:20][CH:19]=[CH:18][C:17]=3[C:22]3[NH:26][N:25]=[N:24][N:23]=3)=[CH:14][CH:15]=2)[C:7]2[CH:46]=[C:47]([C:51]3[N:52]=[C:53]([C:56]4[CH:61]=[CH:60][CH:59]=[CH:58][CH:57]=4)[O:54][CH:55]=3)[CH:48]=[C:49]([CH3:50])[C:6]=2[N:5]=1)[CH2:2][CH3:3] |f:1.2|. Procedure details: Prepared analogously to Example 103 from 4'-[(2-n-propyl-4-methyl-6-(2-phenyl-oxazol-4-yl)-benzimidazol-1-yl)-methyl]-2-(2-triphenylmethyl-tetrazol-5-yl)-biphenyl and sodium azide in dimethylformamide. The reactants are ClC1=C(C#N)C=CC(=N1)C (2-chloro-6-methyl-nicotinonitrile), [H-].[Na+] (NaH), C(C)(C)O (isopropanol). Reported procedure: The 2-chloro-6-methyl-nicotinonitrile (0.8 g, 5.2 mmol) was added in small portion to a mixture of NaH 60% (4 mol eq, 0.8 g) in isopropanol (30 mL). The reaction mixture was heated at 50° C. overnight. The solvent was distilled and water was added to the residue. The aqueous solution was extracted with EtOAc (3×30 mL) and the organic phases were evaporated at reduced pressure to give 32a as a pale yellow deliquescent solid (1.25 g, quantitative yield). 1HNMR (DMSO, 200 MHz) δ 1.24 (s, 3H), 1.32 ... Yields the product C(C)(C)OC1=NC(=CC=C1C#N)C (2-isopropoxy-6-methyl-pyridine-3-carbonitrile). Reaction conditions: temperature 50 celsius. RXN SMILES: Cl[C:2]1[N:9]=[C:8]([CH3:10])[CH:7]=[CH:6][C:3]=1[C:4]#[N:5].[H-].[Na+].[CH:13]([OH:16])([CH3:15])[CH3:14]>>[CH:13]([O:16][C:2]1[C:3]([C:4]#[N:5])=[CH:6][CH:7]=[C:8]([CH3:10])[N:9]=1)([CH3:15])[CH3:14] |f:1.2|.